This data is from the Open Reaction Database (ORD), a public repository of structured organic reaction records. The task is: describe an organic reaction: reactants, conditions, products, and yield Starting materials: CC(C)(C)OC(=O)C(C)(C)Sc1nc(CCOc2ccc(-c3ccc(C(F)(F)F)cn3)cc2)cs1, ClCCl, O=C(O)C(F)(F)F. The product is CC(C)(Sc1nc(CCOc2ccc(-c3ccc(C(F)(F)F)cn3)cc2)cs1)C(=O)O. RXN SMILES: [C:1]([CH3:2])([CH3:3])([CH3:4])[O:5][C:6]([C:7]([CH3:8])([S:9][c:10]1[s:11][cH:12][c:13]([CH2:15][CH2:16][O:17][c:18]2[cH:19][cH:20][c:21](-[c:24]3[n:25][cH:26][c:27]([C:30]([F:31])([F:32])[F:33])[cH:28][cH:29]3)[cH:22][cH:23]2)[n:14]1)[CH3:34])=[O:35].[Cl:43][CH2:44][Cl:45].[OH:36][C:37]([C:38]([F:39])([F:40])[F:41])=[O:42]>>[O:5]=[C:6]([C:7]([CH3:8])([S:9][c:10]1[s:11][cH:12][c:13]([CH2:15][CH2:16][O:17][c:18]2[cH:19][cH:20][c:21](-[c:24]3[n:25][cH:26][c:27]([C:30]([F:31])([F:32])[F:33])[cH:28][cH:29]3)[cH:22][cH:23]2)[n:14]1)[CH3:34])[OH:35]. The reactants are ClC1=NC=CC2=C1CN(C2=O)C(C)C=2C=NC(=C(C2)C)OCC(C)(F)F (4-chloro-2-(1-(6-(2,2-difluoropropoxy)-5-methylpyridin-3-yl)ethyl)-2,3-dihydro-1H-pyrrolo[3,4-c]pyridin-1-one), C(=O)OC1=CC=CC=C1 (phenyl formate). Product: FC(COC1=C(C=C(C=N1)C(C)N1CC=2C(=NC=CC2C1=O)C(=O)OC1=CC=CC=C1)C)(C)F (phenyl 2-(1-(6-(2,2-difluoropropoxy)-5-methylpyridin-3-yl)ethyl)-1-oxo-2,3-dihydro-1H-pyrrolo[3,4-c]pyridine-4-carboxylate). Isolated yield 76.0%. Reaction SMILES: Cl[C:2]1[C:7]2[CH2:8][N:9]([CH:12]([C:14]3[CH:15]=[N:16][C:17]([O:21][CH2:22][C:23]([F:26])([F:25])[CH3:24])=[C:18]([CH3:20])[CH:19]=3)[CH3:13])[C:10](=[O:11])[C:6]=2[CH:5]=[CH:4][N:3]=1.[CH:27]([O:29][C:30]1[CH:35]=[CH:34][CH:33]=[CH:32][CH:31]=1)=[O:28]>>[F:25][C:23]([F:26])([CH3:24])[CH2:22][O:21][C:17]1[N:16]=[CH:15][C:14]([CH:12]([N:9]2[C:10](=[O:11])[C:6]3[CH:5]=[CH:4][N:3]=[C:2]([C:27]([O:29][C:30]4[CH:35]=[CH:34][CH:33]=[CH:32][CH:31]=4)=[O:28])[C:7]=3[CH2:8]2)[CH3:13])=[CH:19][C:18]=1[CH3:20]. Procedure: The title compound is prepared in 76% yield (93 mg, brown solid) from 4-chloro-2-(1-(6-(2,2-difluoropropoxy)-5-methylpyridin-3-yl)ethyl)-2,3-dihydro-1H-pyrrolo[3,4-c]pyridin-1-one (100 mg, 0.26 mmol, Intermediate-73, single enantiomer) and phenyl formate (64 mg, 0.52 mmol) in a similar manner to Intermediate-91. Starting materials: CC(=O)C1=C(C=CC(=C1)OC)O (2-hydroxi-5-methoxyacetophenone), C([O-])([O-])=O.[K+].[K+] (potassium carbonate), BrCC(=O)OCC (ethyl bromoacetate). Run in CCC(=O)C (MEK). Product: C(C)OC(COC1=C(C=C(C=C1)OC)C(C)=O)=O ((2-Acetyl-4-methoxy-phenoxy)-acetic Acid Ethyl Ester). Reaction SMILES: [CH3:1][C:2]([C:4]1[CH:9]=[C:8]([O:10][CH3:11])[CH:7]=[CH:6][C:5]=1[OH:12])=[O:3].C(=O)([O-])[O-].[K+].[K+].Br[CH2:20][C:21]([O:23][CH2:24][CH3:25])=[O:22]>CCC(C)=O>[CH2:24]([O:23][C:21](=[O:22])[CH2:20][O:12][C:5]1[CH:6]=[CH:7][C:8]([O:10][CH3:11])=[CH:9][C:4]=1[C:2](=[O:3])[CH3:1])[CH3:25] |f:1.2.3|. Reported procedure: A mixture of 16.6 g (100.0 mmol) of 2-hydroxi-5-methoxyacetophenone, 20 g (208 mmol) of potassium carbonate, 16.7 g (100.0 mmol) of ethyl bromoacetate and 200 ml of MEK is stirred at reflux temperature for 10 hr. The solids are filtered and the filtrate concentrated. The residue is suspended in water and the solid is filtered and dried. Yield: 10.2 g (40%). The reactants are O=[V].Cl.Cl.Cl (vanadium oxytrichloride), ClC1=CC=C(C=C1)[Si](O)(C1=CC=C(C=C1)Cl)C1=CC=C(C=C1)Cl (tri (p-chlorophenyl)-silanol). Yields the product [O-2].ClC1=CC=C(C=C1)[Si](O[V+2](O[Si](C1=CC=C(C=C1)Cl)(C1=CC=C(C=C1)Cl)C1=CC=C(C=C1)Cl)O[Si](C1=CC=C(C=C1)Cl)(C1=CC=C(C=C1)Cl)C1=CC=C(C=C1)Cl)(C1=CC=C(C=C1)Cl)C1=CC=C(C=C1)Cl (tris [tri-(p-chlorophenyl)-siloxy] vanadium oxide). Reaction SMILES: [O:1]=[V:2].[ClH:3].[ClH:4].[ClH:5].[Cl:6][C:7]1[CH:12]=[CH:11][C:10]([Si:13]([C:22]2[CH:27]=[CH:26][C:25]([Cl:28])=[CH:24][CH:23]=2)([C:15]2[CH:20]=[CH:19][C:18]([Cl:21])=[CH:17][CH:16]=2)[OH:14])=[CH:9][CH:8]=1>>[O-2:14].[Cl:21][C:18]1[CH:19]=[CH:20][C:15]([Si:13]([C:22]2[CH:27]=[CH:26][C:25]([Cl:28])=[CH:24][CH:23]=2)([C:10]2[CH:11]=[CH:12][C:7]([Cl:6])=[CH:8][CH:9]=2)[O:14][V+2:2]([O:14][Si:13]([C:22]2[CH:27]=[CH:26][C:25]([Cl:28])=[CH:24][CH:23]=2)([C:10]2[CH:11]=[CH:12][C:7]([Cl:6])=[CH:8][CH:9]=2)[C:15]2[CH:20]=[CH:19][C:18]([Cl:21])=[CH:17][CH:16]=2)[O:1][Si:13]([C:15]2[CH:16]=[CH:17][C:18]([Cl:5])=[CH:19][CH:20]=2)([C:22]2[CH:27]=[CH:26][C:25]([Cl:4])=[CH:24][CH:23]=2)[C:10]2[CH:9]=[CH:8][C:7]([Cl:3])=[CH:12][CH:11]=2)=[CH:16][CH:17]=1 |f:0.1.2.3,5.6|. Procedure: vanadium oxytrichloride was reacted with tri (p-chlorophenyl)-silanol (m.p.= 127°-128° C.) to produce tris [tri-(p-chlorophenyl)-siloxy] vanadium oxide (m.p.== 181° C.); Starting materials: [BH4-].[Li+] (Lithium borohydride), CC1=NC(=CC(=C1C1=CC=NC=C1)OCC1=CC=C(C=C1)C1=C(C=CC=C1)C=1N=NN(N1)C(C1=CC=CC=C1)(C1=CC=CC=C1)C1=CC=CC=C1)C (2,6-dimethyl-3-(4-pyridyl)-4-[(2'-(2-triphenylmethyl-2H-tetrazol-5-yl)biphenyl-4-yl)methoxy]pyridine), O (water). The solvent is O1CCCC1 (tetrahydrofuran). Conditions: temperature 0 celsius. Product: OCC=1C(=NC(=CC1OCC1=CC=C(C=C1)C1=C(C=CC=C1)C=1N=NN(N1)C(C1=CC=CC=C1)(C1=CC=CC=C1)C1=CC=CC=C1)C)C (3-hydroxymethyl-2,6-dimethyl-4-[(2'-(2-triphenylmethyl-2-H-tetrazol-5-yl)biphenyl-4-yl)methoxy]pyridine). Reaction SMILES: [BH4-].[Li+].[CH3:3][C:4]1[C:9]([C:10]2C=CN=CC=2)=[C:8]([O:16][CH2:17][C:18]2[CH:23]=[CH:22][C:21]([C:24]3[CH:29]=[CH:28][CH:27]=[CH:26][C:25]=3[C:30]3[N:31]=[N:32][N:33]([C:35]([C:48]4[CH:53]=[CH:52][CH:51]=[CH:50][CH:49]=4)([C:42]4[CH:47]=[CH:46][CH:45]=[CH:44][CH:43]=4)[C:36]4[CH:41]=[CH:40][CH:39]=[CH:38][CH:37]=4)[N:34]=3)=[CH:20][CH:19]=2)[CH:7]=[C:6]([CH3:54])[N:5]=1.[OH2:55]>O1CCCC1>[OH:55][CH2:10][C:9]1[C:4]([CH3:3])=[N:5][C:6]([CH3:54])=[CH:7][C:8]=1[O:16][CH2:17][C:18]1[CH:19]=[CH:20][C:21]([C:24]2[CH:29]=[CH:28][CH:27]=[CH:26][C:25]=2[C:30]2[N:31]=[N:32][N:33]([C:35]([C:42]3[CH:47]=[CH:46][CH:45]=[CH:44][CH:43]=3)([C:48]3[CH:49]=[CH:50][CH:51]=[CH:52][CH:53]=3)[C:36]3[CH:41]=[CH:40][CH:39]=[CH:38][CH:37]=3)[N:34]=2)=[CH:22][CH:23]=1 |f:0.1|. Reported procedure: Lithium borohydride (66 mg) was added over a period of 10 minutes to a solution of compound A (800 mg) in tetrahydrofuran (THF) (25 ml) stirred at 0° C. under an atmosphere of argon. The solution was then stirred at ambient temperature for 16 hours, cooled to 0° C. and water (100 ml) was added. The mixture was extracted with dichloromethane (2×50 ml) and the extracts were washed with saturated sodium chloride solution (50 ml) and dried (MgSO4). The solvent was removed by evaporation and the resi... The reactants are ClC1=CC2=C(C(NC3=NC=CC=C23)=O)C=C1 (9-Chloro-5H-benzo[c][1,8]naphthyridin-6-one), NC=1C=NC=CC1 (3-aminopyridine). Yields the product N1=CC(=CC=C1)NC1=CC2=C(C(NC3=NC=CC=C23)=O)C=C1 (9-(Pyridin-3-ylamino)-5H-benzo[c][1,8]naphthyridin-6-one). Isolated yield 48.9%. Reaction SMILES: Cl[C:2]1[CH:16]=[CH:15][C:5]2[C:6](=[O:14])[NH:7][C:8]3[C:13]([C:4]=2[CH:3]=1)=[CH:12][CH:11]=[CH:10][N:9]=3.[NH2:17][C:18]1[CH:19]=[N:20][CH:21]=[CH:22][CH:23]=1>>[N:20]1[CH:21]=[CH:22][CH:23]=[C:18]([NH:17][C:2]2[CH:16]=[CH:15][C:5]3[C:6](=[O:14])[NH:7][C:8]4[C:13]([C:4]=3[CH:3]=2)=[CH:12][CH:11]=[CH:10][N:9]=4)[CH:19]=1. Reported procedure: The title compound was synthesized according to the procedure described for the preparation of Example 231 using 6 (50 mg, 0.22 mmol) and 3-aminopyridine (61 mg, 0.65 mmol) to provide 232 (31 mg, 54% yield) as a white solid. LC-MS (M+H=289, obsd.=289). 1H NMR (400 MHz, d6-DMSO): δ 11.74 (s, 1H), 9.10 (s, 1H), 8.54 (m, 2H), 8.47 (dd 1H), 8.23 (dd, 1H), 8.19 (d, 1H), 7.91 (d, 1H), 7.75 (m, 1H), 7.39 (m, 1H), 7.30 (m, 2H).